This data is from the Open Reaction Database (ORD), a public repository of structured organic reaction records. The task is: describe an organic reaction: reactants, conditions, products, and yield Starting materials: CO, CCCS(=O)(=O)Nc1cccc(C=O)c1F, [K+], [OH-], O, c1cnc2[nH]ccc2n1. The product is CCCS(=O)(=O)Nc1cccc(C(O)c2c[nH]c3nccnc23)c1F. RXN SMILES: [CH3:29][OH:30].[F:1][c:2]1[c:3]([NH:10][S:11](=[O:12])(=[O:13])[CH2:14][CH2:15][CH3:16])[cH:4][cH:5][cH:6][c:7]1[CH:8]=[O:9].[K+:27].[OH-:26].[OH2:28].[n:17]1[c:18]2[c:19]([n:20][cH:21][cH:22]1)[nH:23][cH:24][cH:25]2>>[F:1][c:2]1[c:3]([NH:10][S:11](=[O:12])(=[O:13])[CH2:14][CH2:15][CH3:16])[cH:4][cH:5][cH:6][c:7]1[CH:8]([OH:9])[c:25]1[c:18]2[n:17][cH:22][cH:21][n:20][c:19]2[nH:23][cH:24]1.